From a dataset of the Open Reaction Database (ORD), a public repository of structured organic reaction records. describe an organic reaction: reactants, conditions, products, and yield The reactants are C(CC)N(C1CC=2C(=CC=3C(N(C(C3C2)=O)C2=CC=CC=C2)=O)C1)CCC (6-(Dipropylamino)-6,7-dihydro-2-phenylcyclopent[f]isoindole-1,3(2H,5H)-dione), Cl (HCl). Reagents/catalysts: [Zn] (Zinc). Solvent: CC(=O)O (HOAc). Product: C(CC)N(C1CC=2C(=CC=3C(N(CC3C2)C2=CC=CC=C2)=O)C1)CCC (6-(Dipropylamino)-3,5,6,7-tetrahydro-2-phenylcyclopent[f]isoindol-1(2H)-one). RXN SMILES: [CH2:1]([N:4]([CH2:25][CH2:26][CH3:27])[CH:5]1[CH2:24][C:8]2=[CH:9][C:10]3[C:11](=[O:23])[N:12]([C:17]4[CH:22]=[CH:21][CH:20]=[CH:19][CH:18]=4)[C:13](=O)[C:14]=3[CH:15]=[C:7]2[CH2:6]1)[CH2:2][CH3:3].Cl>CC(O)=O.[Zn]>[CH2:25]([N:4]([CH2:1][CH2:2][CH3:3])[CH:5]1[CH2:24][C:8]2=[CH:9][C:10]3[C:11](=[O:23])[N:12]([C:17]4[CH:18]=[CH:19][CH:20]=[CH:21][CH:22]=4)[CH2:13][C:14]=3[CH:15]=[C:7]2[CH2:6]1)[CH2:26][CH3:27]. Procedure details: Using procedure 47, 6-(dipropylamino)-6,7-dihydro-2-phenylcyclopent[f]isoindole-1,3(2H,5H)-dione (121, 0.09 g, 0.23 mmol) was reduced with Zinc dust (0.15 g, 2.3 mmol) in glacial HOAc (5 mL). Purification on silica gel, eluting with 3:1 hexane/acetone gave an oil that was converted to an HCl salt and recrystallized from EtOAc/MeOH to give 127 as a white solid (m.p. 248-249° C.). Reported procedure: To a stirred solution of 50% NaOH (1 mL, 12.5 mM) was added 2-chloronitrobenzene (3.14 g, 20 mM) and the resulting solution was heated to 60° C. Zinc dust (3 g, 46 mM) was added at such a rate as to keep the temperature of the reaction below 80° C. After the addition was complete, 20% NaOH (6 mL, 30 mM) was added followed by water (10 mL). An additional quantity of zinc dust (4 g, 71 mM) was then added in one portion. The resulting mixture was stirred between 75°-80° C. for 30 minutes. The mixtu... The reagents and catalysts are [Zn] (Zinc), [Zn] (zinc). The product is ClN(NC1=CC=CC=C1)C1=C(C=CC=C1)Cl (2,2'-Dichlorohydrazobenzene). RXN SMILES: [OH-].[Na+].[Cl:3][C:4]1[CH:9]=[CH:8][CH:7]=[CH:6][C:5]=1[N+:10]([O-])=O>[Zn].O>[Cl:3][N:10]([C:5]1[CH:6]=[CH:7][CH:8]=[CH:9][C:4]=1[Cl:3])[NH:10][C:5]1[CH:6]=[CH:7][CH:8]=[CH:9][CH:4]=1 |f:0.1|. Run at temperature 60 celsius, time 30 minute. Yield: 47.6%. The solvent is O (water). Starting materials: [OH-].[Na+] (NaOH), ClC1=C(C=CC=C1)[N+](=O)[O-] (2-chloronitrobenzene), [OH-].[Na+] (NaOH). The reactants are S(=O)=NC1=CC=CC=C1 (N-thionylaniline), C1=CC(=C(C(=C1)F)N)N (3-fluoro-O-phenylene diamine), reaction mixture. Conditions: temperature 110 celsius. Product: FC1=CC=CC2=NSN=C21 (4-fluoro-2,1,3-benzothiadiazole). RXN SMILES: [S:1](=NC1C=CC=CC=1)=O.[CH:10]1[CH:15]=[C:14]([F:16])[C:13]([NH2:17])=[C:12]([NH2:18])[CH:11]=1>>[F:16][C:14]1[C:13]2[C:12](=[N:18][S:1][N:17]=2)[CH:11]=[CH:10][CH:15]=1. Procedure details: 4-Fluoro-2,1,3-benzothiadiazole was synthesized according to the method in which N-thionylaniline (0.49 g, 3.5 mmol) was added to a solution of the 3-fluoro-O-phenylene diamine (200 mg, 1.6 mmol) in foluen (2 ml) The reaction mixture was heated at 100-120° C. for 4 hr. After the solvent was filtered off, the residue was dissolved in dichloromethane and the solution was washed with 10% HCl solution and water, successively. The organic layer was dried and evaporated to dryness. Purification by chr...